Dataset: the Open Reaction Database (ORD), a public repository of structured organic reaction records. Task: describe an organic reaction: reactants, conditions, products, and yield Reactants: C1(CCCC1)CCC(=O)NC=1NC=C(C1C(=O)N)C1=CC=C(C=C1)[N+](=O)[O-] (2-(3-cyclopentylpropionylamino)-4-(4-nitrophenyl)-1H-pyrrole-3-carboxamide), [H][H] (hydrogen). The reagents and catalysts are [Pd] (palladium on carbon). Solvent: CO (methanol). Product: C1(CCCC1)CCC(=O)NC=1NC=C(C1C(=O)N)C1=CC=C(C=C1)N (2-(3-cyclopentylpropionylamino)-4-(4-aminophenyl)-1H-pyrrole-3-carboxamide). Yield: 79.2%. As a reaction SMILES: [CH:1]1([CH2:6][CH2:7][C:8]([NH:10][C:11]2[NH:12][CH:13]=[C:14]([C:19]3[CH:24]=[CH:23][C:22]([N+:25]([O-])=O)=[CH:21][CH:20]=3)[C:15]=2[C:16]([NH2:18])=[O:17])=[O:9])[CH2:5][CH2:4][CH2:3][CH2:2]1.[H][H]>[Pd].CO>[CH:1]1([CH2:6][CH2:7][C:8]([NH:10][C:11]2[NH:12][CH:13]=[C:14]([C:19]3[CH:20]=[CH:21][C:22]([NH2:25])=[CH:23][CH:24]=3)[C:15]=2[C:16]([NH2:18])=[O:17])=[O:9])[CH2:5][CH2:4][CH2:3][CH2:2]1. Reported procedure: 0.210 g (0.56 mmol) of 2-(3-cyclopentylpropionylamino)-4-(4-nitrophenyl)-1H-pyrrole-3-carboxamide is added at a temperature in the region of 25° C. to a suspension of 0.055 g (0.0051 mmol) of 10% palladium on carbon in 25 cm3 of methanol. After hydrogenating for 5 hours in an autoclave under 2 bar of hydrogen, at a temperature in the region of 25° C., the reaction mixture is filtered, the catalyst is rinsed with twice 10 cm3 of methanol and then the filtrate is concentrated to dryness under redu... Reactants: COC1=CC=C2C(=C(NC2=C1)C(=O)N)S(=O)(=O)N1CCOCC1 (6-Methoxy-3-(morpholin-4-ylsulfonyl)-1H-indole-2-carboxamide), CCOC(=O)C (EtOAc), C(=O)(O)[O-].[Na+] (NaHCO3), B(Br)(Br)Br (boron tribromide). The solvent is ClCCl (dichloromethane). Reaction conditions: time 10 minute. Product: OC1=CC=C2C(=C(NC2=C1)C(=O)N)S(=O)(=O)N1CCOCC1 (6-Hydroxy-3-(morpholin-4-ylsulfonyl)-1H-indole-2-carboxamide). As a reaction SMILES: C[O:2][C:3]1[CH:11]=[C:10]2[C:6]([C:7]([S:15]([N:18]3[CH2:23][CH2:22][O:21][CH2:20][CH2:19]3)(=[O:17])=[O:16])=[C:8]([C:12]([NH2:14])=[O:13])[NH:9]2)=[CH:5][CH:4]=1.B(Br)(Br)Br.CCOC(C)=O.C([O-])(O)=O.[Na+]>ClCCl>[OH:2][C:3]1[CH:11]=[C:10]2[C:6]([C:7]([S:15]([N:18]3[CH2:23][CH2:22][O:21][CH2:20][CH2:19]3)(=[O:17])=[O:16])=[C:8]([C:12]([NH2:14])=[O:13])[NH:9]2)=[CH:5][CH:4]=1 |f:3.4|. Procedure: To a suspension of 6-methoxy-3-(morpholin-4-ylsulfonyl)-1H-indole-2-carboxamide from Example 5 (134 mg, 0.395 mmol) in 5 mL of dichloromethane at −78° C. was added boron tribromide solution (1 M in dichloromethane, 1.97 mmol). After 10 minutes the mixture was allowed to warm to room temperature, and stir for an additional 4 hours. The reaction was poured into a mixture of EtOAc and saturated aqueous NaHCO3 solution. The organic phase was washed with water and brine, dried with Na2SO4, filtered, ...